This data is from the Open Reaction Database (ORD), a public repository of structured organic reaction records. The task is: describe an organic reaction: reactants, conditions, products, and yield Reactants: CCOC(=O)CCSc1cnc(NC(=O)N(C2CCC(C)CC2)C2CCN(C(C)=O)CC2)s1, CCOC(=O)CCSc1cnc(N)s1, CC(=O)N1CCC(NC2CCC(C)CC2)CC1. The product is CC(=O)N1CCC(N(C(=O)Nc2ncc(SCCC(=O)O)s2)C2CCC(C)CC2)CC1. As a reaction SMILES: [CH2:1]([CH3:2])[O:3][C:4]([CH2:5][CH2:6][S:7][c:8]1[cH:9][n:10][c:11]([NH:13][C:14](=[O:15])[N:16]([CH:17]2[CH2:18][CH2:19][CH:20]([CH3:23])[CH2:21][CH2:22]2)[CH:24]2[CH2:25][CH2:26][N:27]([C:30]([CH3:31])=[O:32])[CH2:28][CH2:29]2)[s:12]1)=[O:33].[CH2:51]([O:52][C:53](=[O:54])[CH2:55][CH2:56][S:57][c:58]1[s:59][c:60]([NH2:61])[n:62][cH:63]1)[CH3:64].[CH3:34][CH:35]1[CH2:36][CH2:37][CH:38]([NH:39][CH:40]2[CH2:41][CH2:42][N:43]([C:44](=[O:45])[CH3:46])[CH2:47][CH2:48]2)[CH2:49][CH2:50]1>>[O:3]=[C:4]([CH2:5][CH2:6][S:7][c:8]1[cH:9][n:10][c:11]([NH:13][C:14](=[O:15])[N:16]([CH:17]2[CH2:18][CH2:19][CH:20]([CH3:23])[CH2:21][CH2:22]2)[CH:24]2[CH2:25][CH2:26][N:27]([C:30]([CH3:31])=[O:32])[CH2:28][CH2:29]2)[s:12]1)[OH:33]. Starting materials: ClC1=C(C(=O)NC=2C=CC=C3C(=CC=NC23)NC)C(=CC=C1)Cl (8-(2,6-dichlorobenzoylamino)-4-methylaminoquinoline), C(C)(=O)OC(C)=O (acetic anhydride). Reaction conditions: temperature 120 celsius, time 30 minute. Product: ClC1=C(C(=O)NC=2C=CC=C3C(=CC=NC23)N(C(C)=O)C)C(=CC=C1)Cl (8-(2,6-dichlorobenzoylamino)-4-(N-methylacetamido)quinoline). As a reaction SMILES: [Cl:1][C:2]1[CH:22]=[CH:21][CH:20]=[C:19]([Cl:23])[C:3]=1[C:4]([NH:6][C:7]1[CH:8]=[CH:9][CH:10]=[C:11]2[C:16]=1[N:15]=[CH:14][CH:13]=[C:12]2[NH:17][CH3:18])=[O:5].C(O[C:28](=[O:30])[CH3:29])(=O)C>>[Cl:1][C:2]1[CH:22]=[CH:21][CH:20]=[C:19]([Cl:23])[C:3]=1[C:4]([NH:6][C:7]1[CH:8]=[CH:9][CH:10]=[C:11]2[C:16]=1[N:15]=[CH:14][CH:13]=[C:12]2[N:17]([CH3:18])[C:28](=[O:30])[CH3:29])=[O:5]. Procedure: A suspension of 8-(2,6-dichlorobenzoylamino)-4-methylaminoquinoline (130 mg) in acetic anhydride (2 ml) was heated at 120° C. for 3 hours. The solvent was removed in vacuo and the residue was dissolved in methanol (3 ml). To a solution was added 1N sodium hydroxide solution (0.5 ml) and the mixture was stirred for 30 minutes. The solvent was removed in vacuo and the residue was washed with hot 50% ethanol (2 ml) and filtered. The residue was washed with hot 95% ethanol (1 ml) and the filtrate wa... The reactants are CCOC(C)=O, CCO, CC(C)c1ccc(OC2CCC(=O)CC2)cc1, CC(C)(S)C(N)C(=O)O, O. Product: CC(C)c1ccc(OC2CCC3(CC2)NC(C(=O)O)C(C)(C)S3)cc1. Reaction SMILES: [CH3:27][CH2:28][O:29][C:30](=[O:31])[CH3:32].[CH3:33][CH2:34][OH:35].[CH:1]([CH3:2])([CH3:3])[c:4]1[cH:5][cH:6][c:7]([O:8][CH:9]2[CH2:10][CH2:11][C:12](=[O:15])[CH2:13][CH2:14]2)[cH:16][cH:17]1.[NH2:18][CH:19]([C:20]([CH3:21])([CH3:22])[SH:23])[C:24](=[O:25])[OH:26].[OH2:36]>>[CH:1]([CH3:2])([CH3:3])[c:4]1[cH:5][cH:6][c:7]([O:8][CH:9]2[CH2:10][CH2:11][C:12]3([CH2:13][CH2:14]2)[NH:18][CH:19]([C:24](=[O:25])[OH:26])[C:20]([CH3:21])([CH3:22])[S:23]3)[cH:16][cH:17]1.